This data is from the Open Reaction Database (ORD), a public repository of structured organic reaction records. The task is: describe an organic reaction: reactants, conditions, products, and yield The reactants are [Br-], [Li]CCCC, C[P+](c1ccccc1)(c1ccccc1)c1ccccc1, CCCCCC, C1CCOC1, O=C1c2ccccc2-c2ccccc21. Product: C=C1c2ccccc2-c2ccccc21. As a reaction SMILES: [Br-:26].[CH2:1]([Li:2])[CH2:3][CH2:4][CH3:5].[CH3:27][P+:28]([c:29]1[cH:30][cH:31][cH:32][cH:33][cH:34]1)([c:35]1[cH:36][cH:37][cH:38][cH:39][cH:40]1)[c:41]1[cH:42][cH:43][cH:44][cH:45][cH:46]1.[CH3:6][CH2:7][CH2:8][CH2:9][CH2:10][CH3:11].[O:47]1[CH2:48][CH2:49][CH2:50][CH2:51]1.[cH:12]1[cH:13][cH:14][cH:15][c:16]2[c:24]1[C:23](=[O:25])[c:22]1[c:17]-2[cH:18][cH:19][cH:20][cH:21]1>>[CH2:1]=[C:23]1[c:22]2[c:17]([cH:18][cH:19][cH:20][cH:21]2)-[c:16]2[cH:15][cH:14][cH:13][cH:12][c:24]21. The reactants are BrC=1C=C(C(=O)NC2=C(C=CC(=C2)C=2N=C3C=CC(=NN3C2)C=2C(=NC=CC2)C(F)(F)F)C)C=CC1 (3-bromo-N-[2-methyl-5-[6-[2-(trifluoromethyl)-3-pyridyl]imidazo[2,1-f]pyridazin-2-yl]phenyl]benzamide), C(C=C)(=O)OCC (ethyl acrylate), C1(=C(C=CC=C1)P(C1=C(C=CC=C1)C)C1=C(C=CC=C1)C)C (tri(o-tolyl)phosphine), CCN(C(C)C)C(C)C (DIPEA). Reagents/catalysts: C(C)(=O)[O-].[Pd+2].C(C)(=O)[O-] (palladium(II) acetate). Solvent: CN(C)C=O (DMF), CN(C)P(=O)(N(C)C)N(C)C (HMPA). Run at temperature 100 celsius, time 24 hour. Product: C(C)OC(C=CC1=CC(=CC=C1)C(NC1=C(C=CC(=C1)C=1N=C2C=CC(=NN2C1)C=1C(=NC=CC1)C(F)(F)F)C)=O)=O (ethyl-3-[3-[[2-methyl-5-[6-[2-(trifluoromethyl)-3-pyridyl]imidazo[2,1-f]pyridazin-2-yl]phenyl]carbamoyl]phenyl]prop-2-enoate). The yield is 106.1%. Reaction SMILES: Br[C:2]1[CH:3]=[C:4]([CH:34]=[CH:35][CH:36]=1)[C:5]([NH:7][C:8]1[CH:13]=[C:12]([C:14]2[N:15]=[C:16]3[N:21]([CH:22]=2)[N:20]=[C:19]([C:23]2[C:24]([C:29]([F:32])([F:31])[F:30])=[N:25][CH:26]=[CH:27][CH:28]=2)[CH:18]=[CH:17]3)[CH:11]=[CH:10][C:9]=1[CH3:33])=[O:6].[C:37]([O:41][CH2:42][CH3:43])(=[O:40])[CH:38]=[CH2:39].C1(C)C=CC=CC=1P(C1C=CC=CC=1C)C1C=CC=CC=1C.CCN(C(C)C)C(C)C>CN(C=O)C.CN(P(N(C)C)(N(C)C)=O)C.C([O-])(=O)C.[Pd+2].C([O-])(=O)C>[CH2:42]([O:41][C:37](=[O:40])[CH:38]=[CH:39][C:2]1[CH:36]=[CH:35][CH:34]=[C:4]([C:5](=[O:6])[NH:7][C:8]2[CH:13]=[C:12]([C:14]3[N:15]=[C:16]4[N:21]([CH:22]=3)[N:20]=[C:19]([C:23]3[C:24]([C:29]([F:32])([F:31])[F:30])=[N:25][CH:26]=[CH:27][CH:28]=3)[CH:18]=[CH:17]4)[CH:11]=[CH:10][C:9]=2[CH3:33])[CH:3]=1)[CH3:43] |f:6.7.8|. Reported procedure: To a mixture of 3-bromo-N-[2-methyl-5-[6-[2-(trifluoromethyl)-3-pyridyl]imidazo[2,1-f]pyridazin-2-yl]phenyl]benzamide (0.442 g, 0.8 mmol), ethyl acrylate (0.872 mL, 8 mmol), palladium(II) acetate (9 mg, 0.04 mmol), tri(o-tolyl)phosphine (0.049 g, 0.16 mmol) in DMF (4.6 mL) and HMPA (0.4 mL) is added DIPEA (0.557 mL, 3.2 mmol). The mixture is degassed with N2 then sealed and heated at 100° C. for 15 hours. The reaction is not complete, and is stirred at 100° C. for another 24 hours. The mixture i... Starting materials: Cl.C1(CCCCC1)C[C@H](N)C(=O)O (3-cyclohexylalanine, hydrochloride), C(C1=CC=CC=C1)OC(=O)Cl (benzylchloroformate). Solvent: [OH-].[Na+] (sodium hydroxide), O1CCCC1 (tetrahydrofuran), [OH-].[Na+] (sodium hydroxide), [OH-].[Na+] (sodium hydroxide). Conditions: time 1.5 hour. Product: C(C1=CC=CC=C1)OC(=O)N[C@@H](CC1CCCCC1)C(=O)O (N-Benzyloxycarbonyl-3-cyclohexylalanine). Isolated yield 68.9%. RXN SMILES: Cl.[CH:2]1([CH2:8][C@@H:9]([C:11]([OH:13])=[O:12])[NH2:10])[CH2:7][CH2:6][CH2:5][CH2:4][CH2:3]1.[CH2:14]([O:21][C:22](Cl)=[O:23])[C:15]1[CH:20]=[CH:19][CH:18]=[CH:17][CH:16]=1>[OH-].[Na+].O1CCCC1>[CH2:14]([O:21][C:22]([NH:10][C@H:9]([C:11]([OH:13])=[O:12])[CH2:8][CH:2]1[CH2:7][CH2:6][CH2:5][CH2:4][CH2:3]1)=[O:23])[C:15]1[CH:20]=[CH:19][CH:18]=[CH:17][CH:16]=1 |f:0.1,3.4|. Procedure: To a solution of 3-cyclohexylalanine, hydrochloride (4.75 , 22.8 mmol) in 2N sodium hydroxide (11.4 mL) were added at 0° C., simultaneously, a solution of benzylchloroformate (3.2 mL, 36 mmol) in tetrahydrofuran (10 mL) and 2N sodium hydroxide (11.4 mL). (The pH of the mixture was maintained around 9-10 by addition of 2N sodium hydroxide.) The mixture was stirred for 1.5 hours. The solution was washed with diethyl ether (3×20 mL). The aqueous phase was acidified to pH 2 with 3N aqueous hydrochlo... The reactants are C(CCC)C1=NC2=C(N1CC1=CC=C(C(=O)O)C=C1)C=CC=C2 (4-[(2-Butyl-1H-benzimidazol-1-yl)methyl]benzoic acid), C1(=CC=CC=C1)S(=O)(=O)N (benzenesulphonamide), CN(C)C1=NC=CC=C1 (dimethylaminopyridine), Cl.CN(CCCN=C=NCC)C (1-[3-(dimethylamino)propyl]-3-ethylcarbodiimide hydrochloride). As a reaction SMILES: [CH2:1]([C:5]1[N:9]([CH2:10][C:11]2[CH:19]=[CH:18][C:14]([C:15]([OH:17])=O)=[CH:13][CH:12]=2)[C:8]2[CH:20]=[CH:21][CH:22]=[CH:23][C:7]=2[N:6]=1)[CH2:2][CH2:3][CH3:4].[C:24]1([S:30]([NH2:33])(=[O:32])=[O:31])[CH:29]=[CH:28][CH:27]=[CH:26][CH:25]=1.CN(C1C=CC=CN=1)C.Cl.CN(C)CCCN=C=NCC>ClCCl>[CH2:1]([C:5]1[N:9]([CH2:10][C:11]2[CH:19]=[CH:18][C:14]([C:15]([NH:33][S:30]([C:24]3[CH:29]=[CH:28][CH:27]=[CH:26][CH:25]=3)(=[O:32])=[O:31])=[O:17])=[CH:13][CH:12]=2)[C:8]2[CH:20]=[CH:21][CH:22]=[CH:23][C:7]=2[N:6]=1)[CH2:2][CH2:3][CH3:4] |f:3.4|. Solvent: ClCCl (dichloromethane), ClCCl (dichloromethane). Run at time 8 hour. Product: C(CCC)C1=NC2=C(N1CC1=CC=C(C(=O)NS(=O)(=O)C3=CC=CC=C3)C=C1)C=CC=C2 (4-[(2-butyl-1H-benzimidazol-1-yl)methyl]-N-phenylsulphonylbenzamide). Procedure details: 4-[(2-Butyl-1H-benzimidazol-1-yl)methyl]benzoic acid (150 mg) was added to a solution of benzenesulphonamide (79 mg), dimethylaminopyridine (60 mg) and 1-[3-(dimethylamino)propyl]-3-ethylcarbodiimide hydrochloride (91 mg) in dry dichloromethane (5 ml). The mixture was stirred overnight and then diluted with dichloromethane (20 ml). The solution was washed successively with 1M hydrochloric acid (20 ml), water (20 ml) and saturated brine (20 ml), and then dried (MgSO4). The solvent was removed by ...